From a dataset of the Open Reaction Database (ORD), a public repository of structured organic reaction records. describe an organic reaction: reactants, conditions, products, and yield Reactants: C(C)(C)(C)OC(NC1(COC(OC1)(C)C)\C=C\C1=CC(=C(C=C1)OCCCC1=C(C=CC=C1)F)C(F)(F)F)=O ((E)-[5-(2-{4-[3-(2-fluorophenyl)propoxy]-3-trifluoromethylphenyl}vinyl)-2,2-dimethyl-1,3-dioxan-5-yl]carbamic acid t-butyl ester), Cl (hydrochloric acid). Solvent: C(C)O (ethanol). Conditions: temperature 80 celsius, time 1 hour. Product: Cl.NC(CO)(CO)\C=C\C1=CC(=C(C=C1)OCCCC1=C(C=CC=C1)F)C(F)(F)F ((E)-2-amino-2-(2-{4-[3-(2-fluorophenyl)propoxy]-3-trifluoromethylphenyl}vinyl)propane-1,3-diol hydrochloride). As a reaction SMILES: C(OC(=O)[NH:7][C:8]1(/[CH:16]=[CH:17]/[C:18]2[CH:23]=[CH:22][C:21]([O:24][CH2:25][CH2:26][CH2:27][C:28]3[CH:33]=[CH:32][CH:31]=[CH:30][C:29]=3[F:34])=[C:20]([C:35]([F:38])([F:37])[F:36])[CH:19]=2)[CH2:13][O:12]C(C)(C)[O:10][CH2:9]1)(C)(C)C.[ClH:40]>C(O)C>[ClH:40].[NH2:7][C:8](/[CH:16]=[CH:17]/[C:18]1[CH:23]=[CH:22][C:21]([O:24][CH2:25][CH2:26][CH2:27][C:28]2[CH:33]=[CH:32][CH:31]=[CH:30][C:29]=2[F:34])=[C:20]([C:35]([F:38])([F:36])[F:37])[CH:19]=1)([CH2:13][OH:12])[CH2:9][OH:10] |f:3.4|. Procedure: Compound 101-1 (600 mg) was dissolved in ethanol (15 ml), concentrated hydrochloric acid (1.5 ml) was added, and the mixture was stirred at 80° C. for 1 hr. The reaction mixture was concentrated, and the residue was washed with diethyl ether to give the object product (370 mg) as a white powder. Reactants: C[C@H]([C@@H](C(=O)OC(C)(C)C)N1C(N(C(C1)=O)CC1=NC(=CC=C1)C)=O)CC (tert-butyl(2S,3S)-3-methyl-2-{3-[(6-methyl-2-pyridinyl)methyl]-2,4dioxo-1-imidazolidinyl}pentanoate), FC(C(=O)O)(F)F (trifluoracetic acid). Solvent: ClCCl (dichloromethane). Conditions: temperature 25 celsius, time 16 hour. The product is C[C@H]([C@@H](C(=O)O)N1C(N(C(C1)=O)CC1=NC(=CC=C1)C)=O)CC ((2S,3S)-3-methyl-2-{3-[(6-methyl-2-pyridinyl)methyl]-2,4-dioxo-1-imidazolidinyl}pentanoic acid). Isolated yield 116.9%. Reaction SMILES: [CH3:1][C@@H:2]([CH2:26][CH3:27])[C@H:3]([N:11]1[CH2:15][C:14](=[O:16])[N:13]([CH2:17][C:18]2[CH:23]=[CH:22][CH:21]=[C:20]([CH3:24])[N:19]=2)[C:12]1=[O:25])[C:4]([O:6]C(C)(C)C)=[O:5].FC(F)(F)C(O)=O>ClCCl>[CH3:1][C@@H:2]([CH2:26][CH3:27])[C@H:3]([N:11]1[CH2:15][C:14](=[O:16])[N:13]([CH2:17][C:18]2[CH:23]=[CH:22][CH:21]=[C:20]([CH3:24])[N:19]=2)[C:12]1=[O:25])[C:4]([OH:6])=[O:5]. Procedure details: A solution containing the product from Example 36D (0.154 g, 0.410 mmol) in dichloromethane (3 mL) was treated with trifluoracetic acid (3 mL), stirred at 25° C. for 16 hours and concentrated. The residue was purified by reversed phase chromatography on a C18 column eluting with a gradient starting with 5-100% acetonitrile in water (0.1% TFA) to give the title compound (0.153 g) as the trifluoroacetic acid salt.